From a dataset of the Open Reaction Database (ORD), a public repository of structured organic reaction records. describe an organic reaction: reactants, conditions, products, and yield Starting materials: [Br-] (bromide), BrC1=CCCC1 (1-bromocyclopent-1-ene), [Mg] (magnesium), Cl (hydrochloric acid), CC1=C(C(N(CO1)C(C=O)(C)C)=O)C1=CC=CC=C1 (2-(2,3-dihydro-6-methyl-4-oxo-5-phenyl-4H-1,3-oxazin-3-yl)-2-methylpropionaldehyde). Reagents/catalysts: BrCCBr (1,2-dibromoethane). Run in O1CCCC1 (tetrahydrofuran), O1CCCC1 (tetrahydrofuran), C(C)(=O)OCC (ethyl acetate), O1CCCC1 (tetrahydrofuran). Run at temperature 0 celsius, time 0.5 hour. Yields the product CC1=C(C(N(CO1)C(C(O)C1=CCCC1)(C)C)=O)C1=CC=CC=C1 (2-(2,3-dihydro-6-methyl-4-oxo-5-phenyl-4H-1,3-oxazin-3-yl)-2-methyl-1-(cyclopent-1-enyl)propan-1-ol). Isolated yield 98.0%. As a reaction SMILES: Br[C:2]1[CH2:6][CH2:5][CH2:4][CH:3]=1.[Mg].[Br-].[CH3:9][C:10]1[O:15][CH2:14][N:13]([C:16]([CH3:20])([CH3:19])[CH:17]=[O:18])[C:12](=[O:21])[C:11]=1[C:22]1[CH:27]=[CH:26][CH:25]=[CH:24][CH:23]=1.Cl>O1CCCC1.BrCCBr.C(OCC)(=O)C>[CH3:9][C:10]1[O:15][CH2:14][N:13]([C:16]([CH3:19])([CH3:20])[CH:17]([C:2]2[CH2:6][CH2:5][CH2:4][CH:3]=2)[OH:18])[C:12](=[O:21])[C:11]=1[C:22]1[CH:27]=[CH:26][CH:25]=[CH:24][CH:23]=1. Reported procedure: A part of a solution of 1-bromocyclopent-1-ene (3.9 g) in tetrahydrofuran was added to a stirred mixture of magnesium turnings (0.68 g) and 1 drop of 1,2-dibromoethane in tetrahydrofuran at 20° C. under an inert atmosphere. The mixture was heated to reflux and the remaining bromide solution added dropwise over 15 minutes. The mixture was stirred for 0.5 hour, cooled to 0° C., and a solution of 2-(2,3-dihydro-6-methyl-4-oxo-5-phenyl-4H-1,3-oxazin-3-yl)-2-methylpropionaldehyde (4.0 g) in tetrahydr... The reactants are CC1CN(CCCc2ccccc2)C(C)CN1, c1ccccc1, O=C(Cl)c1ccco1. The product is Cl, CC1CN(C(=O)c2ccco2)C(C)CN1CCCc1ccccc1. RXN SMILES: [c:9]1([CH2:15][CH2:16][CH2:17][N:18]2[CH:19]([CH3:25])[CH2:20][NH:21][CH:22]([CH3:24])[CH2:23]2)[cH:10][cH:11][cH:12][cH:13][cH:14]1.[cH:26]1[cH:27][cH:28][cH:29][cH:30][cH:31]1.[o:1]1[c:2]([C:6](=[O:7])[Cl:8])[cH:3][cH:4][cH:5]1>>[ClH:8].[o:1]1[c:2]([C:6](=[O:7])[N:21]2[CH2:20][CH:19]([CH3:25])[N:18]([CH2:17][CH2:16][CH2:15][c:9]3[cH:10][cH:11][cH:12][cH:13][cH:14]3)[CH2:23][CH:22]2[CH3:24])[cH:3][cH:4][cH:5]1. Starting materials: FC1=C(C=O)C=C(C=C1)[N+](=O)[O-] (2-fluoro-5-nitrobenzaldehyde), [OH-].[Na+] (sodium hydroxide), ClC1=C(C=CC=C1)S (2-chlorobenzenethiol). The reagents and catalysts are [Br-].C(CCC)[N+](CCCC)(CCCC)CCCC (tetrabutylammonium bromide). Solvent: C1(=CC=CC=C1)C (toluene). Conditions: temperature 25 celsius, time 10 minute. The product is ClC1=C(C=CC=C1)SC1=C(C=O)C=C(C=C1)[N+](=O)[O-] (2-[(2-chlorophenyl)thio]-5-nitrobenzaldehyde). Isolated yield 85.1%. As a reaction SMILES: [OH-].[Na+].[Cl:3][C:4]1[CH:9]=[CH:8][CH:7]=[CH:6][C:5]=1[SH:10].F[C:12]1[CH:19]=[CH:18][C:17]([N+:20]([O-:22])=[O:21])=[CH:16][C:13]=1[CH:14]=[O:15]>[Br-].C([N+](CCCC)(CCCC)CCCC)CCC.C1(C)C=CC=CC=1>[Cl:3][C:4]1[CH:9]=[CH:8][CH:7]=[CH:6][C:5]=1[S:10][C:12]1[CH:19]=[CH:18][C:17]([N+:20]([O-:22])=[O:21])=[CH:16][C:13]=1[CH:14]=[O:15] |f:0.1,4.5|. Procedure: A 2.5 mol/L sodium hydroxide aqueous solution (1.7 mL, 4.4 mmol) and tetrabutylammonium bromide (0.017 g, 0.051 mmol) were added to 2-chlorobenzenethiol (0.17 g, 1.0 mmol), followed by stirring at 25° C. for 10 minutes. To the reaction liquid was added a toluene (1.7 mL) solution of 2-fluoro-5-nitrobenzaldehyde (0.18 g, 1.0 mmol), followed by stirring at 110° C. for 2 hours. After the conventional post-reaction treatment, the residue was purified by silica gel chromatography (eluted by chlorofor... Starting materials: COC1=CC(=CC=C1)NC1CCN(CC1)C(=O)OC(C)(C)C (4-(m-Anisidino)-1-(tert-butoxycarbonyl)piperidine), ClCC1=CC(=NC=C1)C1=CC(=C(C(=C1)OC)OC)OC (4-chloromethyl-2-(3,4,5-trimethoxyphenyl)pyridine). Product: C(C)(C)(C)OC(=O)N1CCC(CC1)N(CC1=CC(=NC=C1)C1=CC(=C(C(=C1)OC)OC)OC)C1=CC(=CC=C1)OC (1-(tert-Butoxycarbonyl)-4-[N-(3-methoxyphenyl)-N-[[2-(3,4,5-trimethoxyphenyl)pyridin-4-yl]methyl]amino]piperidine). As a reaction SMILES: [CH3:1][O:2][C:3]1[CH:8]=[CH:7][CH:6]=[C:5]([NH:9][CH:10]2[CH2:15][CH2:14][N:13]([C:16]([O:18][C:19]([CH3:22])([CH3:21])[CH3:20])=[O:17])[CH2:12][CH2:11]2)[CH:4]=1.Cl[CH2:24][C:25]1[CH:30]=[CH:29][N:28]=[C:27]([C:31]2[CH:36]=[C:35]([O:37][CH3:38])[C:34]([O:39][CH3:40])=[C:33]([O:41][CH3:42])[CH:32]=2)[CH:26]=1>>[C:19]([O:18][C:16]([N:13]1[CH2:14][CH2:15][CH:10]([N:9]([C:5]2[CH:6]=[CH:7][CH:8]=[C:3]([O:2][CH3:1])[CH:4]=2)[CH2:24][C:25]2[CH:30]=[CH:29][N:28]=[C:27]([C:31]3[CH:36]=[C:35]([O:37][CH3:38])[C:34]([O:39][CH3:40])=[C:33]([O:41][CH3:42])[CH:32]=3)[CH:26]=2)[CH2:11][CH2:12]1)=[O:17])([CH3:22])([CH3:21])[CH3:20]. Procedure details: 4-(m-Anisidino)-1-(tert-butoxycarbonyl)piperidine (613 mg) and 4-chloromethyl-2-(3,4,5-trimethoxyphenyl)pyridine (588 mg) was treated in the same manner as described in Example 9 to give light yellow amorphous of the title compound. The reactants are P(=O)([O-])([O-])[O-].[K+].[K+].[K+] (potassium phosphate), N1=C(C=CC=C1)C(=O)O (picolinic acid), NC=1C=C(C=CC1Cl)O (3-amino-4-chlorophenol), IC1=CC=CC=C1 (iodobenzene). The reagents and catalysts are [Cu]I (copper(I) iodide). The solvent is CS(=O)C (dimethylsulfoxide). Run at temperature 80 celsius, time 15 hour. Product: ClC1=C(N)C=C(C=C1)OC1=CC=CC=C1 (2-chloro-5-phenoxyaniline). The yield is 853.0%. As a reaction SMILES: P([O-])([O-])([O-])=O.[K+].[K+].[K+].N1[CH:14]=[CH:13][CH:12]=[CH:11][C:10]=1[C:15]([OH:17])=O.[NH2:18][C:19]1[CH:20]=[C:21](O)[CH:22]=[CH:23][C:24]=1[Cl:25].IC1C=CC=CC=1>[Cu]I.CS(C)=O>[Cl:25][C:24]1[CH:23]=[CH:22][C:21]([O:17][C:15]2[CH:10]=[CH:11][CH:12]=[CH:13][CH:14]=2)=[CH:20][C:19]=1[NH2:18] |f:0.1.2.3|. Reported procedure: A heat gun-dried 100-mL round bottomed flask equipped with a magnetic stir bar was charged with potassium phosphate (5.91 g, 27.9 mmol), picolinic acid (0.171 g, 1.393 mmol), copper(I) iodide (0.133 g, 0.697 mmol), 3-amino-4-chlorophenol (2.0 g, 13.93 mmol), dimethylsulfoxide (27.9 mL), and iodobenzene (3.41 g, 16.72 mmol). The resulting mixture was heated to 80° C. After 15 h, the reaction mixture was subjected to an aqueous workup to afford the crude product, which was then purified by flash c... Reactants: C(N)(=O)C1=NN(C2=CN=CC=C21)CC(=O)O (2-(3-carbamoyl-1H-pyrazolo[3,4-c]pyridin-1-yl)acetic acid), FC(C=1C=C2C(=CN1)NN=C2)(F)F (5-trifluoromethyl-1H-pyrazolo[3,4-c]pyridine). Yields the product C(N)(=O)C1=NN(C2=CN=C(C=C21)C(F)(F)F)CC(=O)O ((3-Carbamoyl-5-(trifluoromethyl)-1H-pyrazolo[3,4-c]pyridin-1-yl)acetic acid). Reaction SMILES: [C:1]([C:4]1[C:12]2[C:7](=[CH:8][N:9]=[CH:10][CH:11]=2)[N:6]([CH2:13][C:14]([OH:16])=[O:15])[N:5]=1)(=[O:3])[NH2:2].[F:17][C:18]([F:29])([F:28])C1C=C2C=NNC2=CN=1>>[C:1]([C:4]1[C:12]2[C:7](=[CH:8][N:9]=[C:10]([C:18]([F:29])([F:28])[F:17])[CH:11]=2)[N:6]([CH2:13][C:14]([OH:16])=[O:15])[N:5]=1)(=[O:3])[NH2:2]. Procedure: was prepared by using the same procedure as described for the preparation of 2-(3-carbamoyl-1H-pyrazolo[3,4-c]pyridin-1-yl)acetic acid and by starting from 5-trifluoromethyl-1H-pyrazolo[3,4-c]pyridine (Scheme A26). MS (LC-MS): 289 [M+H]+, tR (HPLC conditions c): 2.93 min.